This data is from the Open Reaction Database (ORD), a public repository of structured organic reaction records. The task is: describe an organic reaction: reactants, conditions, products, and yield Reactants: N12CCCCCC2=NCCC1 (1,8-diazabicyclo[5.4.0]undec-7-ene), ClCCCCCCO (6-chlorohexanol), COC=1C=C(/C=C/C(=O)O)C=CC1OC ((E)-3,4-dimethoxycinnamic acid). Reagents/catalysts: [I-].C(CCC)[N+](CCCC)(CCCC)CCCC (tetrabutylammonium iodide). Run in CN(C=O)C (dimethylformamide), CN(C=O)C (dimethylformamide). Conditions: temperature 80 celsius, time 19 hour. The product is COC=1C=C(/C=C/C(=O)OCCCCCCO)C=CC1OC (6-hydroxyhexyl (E)-3,4-dimethoxycinnamate). As a reaction SMILES: N12CCCN=C1CCCCC2.[CH3:12][O:13][C:14]1[CH:15]=[C:16]([CH:22]=[CH:23][C:24]=1[O:25][CH3:26])/[CH:17]=[CH:18]/[C:19]([OH:21])=[O:20].Cl[CH2:28][CH2:29][CH2:30][CH2:31][CH2:32][CH2:33][OH:34]>CN(C)C=O.[I-].C([N+](CCCC)(CCCC)CCCC)CCC>[CH3:12][O:13][C:14]1[CH:15]=[C:16]([CH:22]=[CH:23][C:24]=1[O:25][CH3:26])/[CH:17]=[CH:18]/[C:19]([O:21][CH2:28][CH2:29][CH2:30][CH2:31][CH2:32][CH2:33][OH:34])=[O:20] |f:4.5|. Reported procedure: A solution consisting of 0.72 ml of 1,8-diazabicyclo[5.4.0]undec-7-ene (1.5-5) and 5 ml of dimethylformamide was added dropwise to a solution of 1.0 g of (E)-3,4-dimethoxycinnamic acid in 10 ml of dimethylformamide in the course of 10 minutes at room temperature. The reaction mixture was then heated to 80° C., 0.18 g of tetrabutylammonium iodide and 0.71 ml of 6-chlorohexanol were then added in succession and the reaction was then allowed to continue for 19 hours. Thereafter, the reaction mixtur... The reactants are ClC1=CC=C(C=C1)C1=NC=2N(C(=C1)C(C)(C)O)N=CC2C#C (2-[5-(4-chloro-phenyl)-3-ethynyl-pyrazolo[1,5-a]pyrimidin-7-yl]-propan-2-ol), BrC1=CC=C(S1)S(=O)(=O)N (5-bromo-thiophene-2-sulfonic acid amide). Yields the product ClC1=CC=C(C=C1)C1=NC=2N(C(=C1)CO)N=CC2C#CC2=CC=C(S2)S(=O)(=O)N (5-[5-(4-Chloro-phenyl)-7-hydroxymethyl-pyrazolo[1,5-a]pyrimidin-3-ylethynyl]-thiophene-2-sulfonic acid amide), solid. The yield is 20.0%. Reaction SMILES: [Cl:1][C:2]1[CH:7]=[CH:6][C:5]([C:8]2[CH:13]=[C:12]([C:14]([OH:17])(C)C)[N:11]3[N:18]=[CH:19][C:20]([C:21]#[CH:22])=[C:10]3[N:9]=2)=[CH:4][CH:3]=1.Br[C:24]1[S:28][C:27]([S:29]([NH2:32])(=[O:31])=[O:30])=[CH:26][CH:25]=1>>[Cl:1][C:2]1[CH:7]=[CH:6][C:5]([C:8]2[CH:13]=[C:12]([CH2:14][OH:17])[N:11]3[N:18]=[CH:19][C:20]([C:21]#[C:22][C:24]4[S:28][C:27]([S:29]([NH2:32])(=[O:31])=[O:30])=[CH:26][CH:25]=4)=[C:10]3[N:9]=2)=[CH:4][CH:3]=1. Procedure details: The title compound was prepared 2-[5-(4-chloro-phenyl)-3-ethynyl-pyrazolo[1,5-a]pyrimidin-7-yl]-propan-2-ol (example C.14) (28 mg, 0.1 mmol) and 5-bromo-thiophene-2-sulfonic acid amide (24 mg, 0.10 mmol) according to general procedure II. Obtained as a yellow solid (9 mg, 20%). MS (ISP) 445.0 [(M+H)+]; mp 194-196° C. The reactants are ClC1=NC=CC(=N1)C1=C(N=C(S1)C(C)(C)C)C=1C(=C(C=CC1)NS(=O)(=O)C1=C(C=CC(=C1)F)F)F (N-{3-[5-(2-chloro-4-pyrimidinyl)-2-(1,1-dimethylethyl)-1,3-thiazol-4-yl]-2-fluorophenyl}-2,5-difluorobenzenesulfonamide), CC(C)(C=C)O (2-methyl-3-buten-2-ol). The product is CC(C)(C)C=1SC(=C(N1)C=1C(=C(C=CC1)NS(=O)(=O)C1=C(C=CC(=C1)F)F)F)C1=NC(=NC=C1)CCC(C)(C)O (N-(3-{2-(1,1-dimethylethyl)-5-[2-(3-hydroxy-3-methylbutyl)-4-pyrimidinyl]-1,3-thiazol-4-yl}-2-fluorophenyl)-2,5-difluorobenzenesulfonamide), solid. The yield is 57.0%. Reaction SMILES: Cl[C:2]1[N:7]=[C:6]([C:8]2[S:12][C:11]([C:13]([CH3:16])([CH3:15])[CH3:14])=[N:10][C:9]=2[C:17]2[C:18]([F:35])=[C:19]([NH:23][S:24]([C:27]3[CH:32]=[C:31]([F:33])[CH:30]=[CH:29][C:28]=3[F:34])(=[O:26])=[O:25])[CH:20]=[CH:21][CH:22]=2)[CH:5]=[CH:4][N:3]=1.[CH3:36][C:37]([OH:41])([CH:39]=[CH2:40])[CH3:38]>>[CH3:14][C:13]([C:11]1[S:12][C:8]([C:6]2[CH:5]=[CH:4][N:3]=[C:2]([CH2:40][CH2:39][C:37]([OH:41])([CH3:38])[CH3:36])[N:7]=2)=[C:9]([C:17]2[C:18]([F:35])=[C:19]([NH:23][S:24]([C:27]3[CH:32]=[C:31]([F:33])[CH:30]=[CH:29][C:28]=3[F:34])(=[O:26])=[O:25])[CH:20]=[CH:21][CH:22]=2)[N:10]=1)([CH3:16])[CH3:15]. Reported procedure: Following a procedure analogous to the procedure described in Example 247 using N-{3-[5-(2-chloro-4-pyrimidinyl)-2-(1,1-dimethylethyl)-1,3-thiazol-4-yl]-2-fluorophenyl}-2,5-difluorobenzenesulfonamide (0.15 g, 0.278 mmol) and 2-methyl-3-buten-2-ol (0.087 ml, 0.835 mmol), the title compound was obtained as a solid (164 mg, 57% yield); 1H NMR (400 MHz, DMSO-d6) ppm 10.75 (s, 1H), 8.48 (d, J=5.31 Hz, 1H), 7.55 (m, 1H), 7.46 (m, 4H), 7.30 (t, J=8.33 Hz, 1H), 6.64 (d, J=5.31 Hz, 1H), 4.29 (s, 1H), 2.8... The reactants are C1CCOC1, [Li]C(C)CC, Cl, O=C(O)c1ccc2ccccc2c1F, O. Yields the product CCC(C)c1c(C(=O)O)ccc2ccccc12. RXN SMILES: [CH2:22]1[O:23][CH2:24][CH2:25][CH2:26]1.[CH:1]([CH3:2])([CH2:3][CH3:4])[Li:5].[ClH:21].[F:6][c:7]1[c:8]([C:17](=[O:18])[OH:19])[cH:9][cH:10][c:11]2[cH:12][cH:13][cH:14][cH:15][c:16]12.[OH2:20]>>[CH:1]([CH3:2])([CH2:3][CH3:4])[c:7]1[c:8]([C:17](=[O:18])[OH:19])[cH:9][cH:10][c:11]2[cH:12][cH:13][cH:14][cH:15][c:16]12. The reactants are COC(=O)C=CC1CCCCN1C(=O)OC(C)(C)C, ClCCl, CO. Yields the product COC(=O)CCC1CCCCN1C(=O)OC(C)(C)C. RXN SMILES: [C:1]([CH3:2])([CH3:3])([CH3:4])[O:5][C:6](=[O:7])[N:8]1[CH:9]([CH:14]=[CH:15][C:16](=[O:17])[O:18][CH3:19])[CH2:10][CH2:11][CH2:12][CH2:13]1.[CH2:22]([Cl:23])[Cl:24].[CH3:20][OH:21]>>[C:1]([CH3:2])([CH3:3])([CH3:4])[O:5][C:6](=[O:7])[N:8]1[CH:9]([CH2:14][CH2:15][C:16](=[O:17])[O:18][CH3:19])[CH2:10][CH2:11][CH2:12][CH2:13]1. Reactants: C(=O)(OC(C)(C)C)NCCC(=O)O (Boc-β-alanine), CC1(OC(=O)CC(=O)O1)C (Meldrum's acid), Cl.CN(CCCN=C=NCC)C (1-(3-dimethylaminopropyl)-3-ethylcarbodiimide hydrochloride). Reagents/catalysts: CN(C1=CC=NC=C1)C (4-dimethylaminopyridine). The solvent is ClCCl (dichloromethane). Reaction conditions: time 8 hour. The product is C(C)(C)(C)OC(NCCC(=O)C1C(OC(OC1=O)(C)C)=O)=O ([3-(2,2-dimethyl-4,6-dioxo-[1,3]dioxan-5-yl)-3-oxo-propyl]-carbamic acid tert-butyl ester). As a reaction SMILES: [C:1]([NH:8][CH2:9][CH2:10][C:11]([OH:13])=O)([O:3][C:4]([CH3:7])([CH3:6])[CH3:5])=[O:2].[CH3:14][C:15]1([CH3:23])[O:22][C:20](=[O:21])[CH2:19][C:17](=[O:18])[O:16]1.Cl.CN(C)CCCN=C=NCC>CN(C)C1C=CN=CC=1.ClCCl>[C:4]([O:3][C:1](=[O:2])[NH:8][CH2:9][CH2:10][C:11]([CH:19]1[C:20](=[O:21])[O:22][C:15]([CH3:23])([CH3:14])[O:16][C:17]1=[O:18])=[O:13])([CH3:5])([CH3:6])[CH3:7] |f:2.3|. Procedure details: Boc-β-alanine (25 g, 132 mmol), Meldrum's acid (20.9 g, 145 mmol) and 4-dimethylaminopyridine (DMAP, 24.2 g, 198 mmol) were dissolved in 700 mL of dry dichloromethane (DCM) at 0° C. under nitrogen atmosphere. To this solution 1-(3-dimethylaminopropyl)-3-ethylcarbodiimide hydrochloride (EDCI, 30.4 g, 158 mmol) was added. The resulting solution was allowed to reach room temperature and stirred overnight. The reaction mixture was washed (0.5 L×4) with 5% KHSO4 aqueous solution. The organic layer wa...